From a dataset of the Open Reaction Database (ORD), a public repository of structured organic reaction records. describe an organic reaction: reactants, conditions, products, and yield As a reaction SMILES: [NH:1]1[CH2:6][CH2:5][CH:4]([CH2:7][OH:8])[CH2:3][CH2:2]1.Cl[C:10]1[N:15]=[CH:14][CH:13]=[CH:12][N:11]=1.C(=O)([O-])[O-].[K+].[K+].O>CS(C)=O.C(OCC)(=O)C>[N:11]1[CH:12]=[CH:13][CH:14]=[N:15][C:10]=1[N:1]1[CH2:6][CH2:5][CH:4]([CH2:7][OH:8])[CH2:3][CH2:2]1 |f:2.3.4|. Isolated yield 89.4%. Solvent: CS(=O)C (dimethyl sulfoxide), C(C)(=O)OCC (ethyl acetate). Starting materials: N1CCC(CC1)CO (4-piperidinemethanol), ClC1=NC=CC=N1 (2-chloropyrimidine), C([O-])([O-])=O.[K+].[K+] (potassium carbonate), O (water). Reaction conditions: temperature 100 celsius, time 3 hour. Procedure: To a solution of 4-piperidinemethanol (1.00 g) in dimethyl sulfoxide (28.9 mL), 2-chloropyrimidine (994 mg) and potassium carbonate (2.40 g) were added and the mixture was stirred at 100° C. for three hours. After cooling the reaction mixture to room temperature, water was added to it and extraction was conducted with ethyl acetate. The combined organic layers were dried over anhydrous sodium sulfate and after removing the desiccant by filtration, the filtrate was concentrated under reduced pres... Product: N1=C(N=CC=C1)N1CCC(CC1)CO (1-([pyrimidin-2-yl)piperidin-4-yl]methanol).